Dataset: the Open Reaction Database (ORD), a public repository of structured organic reaction records. Task: describe an organic reaction: reactants, conditions, products, and yield Reactants: CC(C)(C)OC(=O)N1CCC(C=O)CC1, [BH3-]C#N, CC(=O)O, Cc1nccc(N2CCNCC2)n1, CO, Cl, Cl, [Na+]. The product is Cc1nccc(N2CCN(CC3CCN(C(=O)OC(C)(C)C)CC3)CC2)n1. As a reaction SMILES: [C:1]([CH3:2])([CH3:3])([CH3:4])[O:5][C:6](=[O:7])[N:8]1[CH2:9][CH2:10][CH:11]([CH:14]=[O:15])[CH2:12][CH2:13]1.[C:31]([BH3-:32])#[N:33].[C:35]([OH:36])(=[O:37])[CH3:38].[CH3:18][c:19]1[n:20][cH:21][cH:22][c:23]([N:25]2[CH2:26][CH2:27][NH:28][CH2:29][CH2:30]2)[n:24]1.[CH3:39][OH:40].[ClH:16].[ClH:17].[Na+:34]>>[C:1]([CH3:2])([CH3:3])([CH3:4])[O:5][C:6](=[O:7])[N:8]1[CH2:9][CH2:10][CH:11]([CH2:14][N:28]2[CH2:27][CH2:26][N:25]([c:23]3[cH:22][cH:21][n:20][c:19]([CH3:18])[n:24]3)[CH2:30][CH2:29]2)[CH2:12][CH2:13]1. The reactants are [Br-], O=C(C=Cc1ccccc1)C=Cc1ccccc1, O=C(C=Cc1ccccc1)C=Cc1ccccc1, O=C(C=Cc1ccccc1)C=Cc1ccccc1, CCCn1nc(-c2ccc(OC)cc2)c2cccc(Cl)c21, Cl, Fc1ccc([Mg+])cc1, C1COCCO1, [Pd], [Pd]. Yields the product CCCn1nc(-c2ccc(OC)cc2)c2cccc(-c3ccc(F)cc3)c21. RXN SMILES: [Br-:22].[CH:40](=[CH:41][C:42]([CH:43]=[CH:44][c:45]1[cH:46][cH:47][cH:48][cH:49][cH:50]1)=[O:51])[c:52]1[cH:53][cH:54][cH:55][cH:56][cH:57]1.[CH:58](=[CH:59][C:60]([CH:61]=[CH:62][c:63]1[cH:64][cH:65][cH:66][cH:67][cH:68]1)=[O:69])[c:70]1[cH:71][cH:72][cH:73][cH:74][cH:75]1.[CH:76](=[CH:77][C:78]([CH:79]=[CH:80][c:81]1[cH:82][cH:83][cH:84][cH:85][cH:86]1)=[O:87])[c:88]1[cH:89][cH:90][cH:91][cH:92][cH:93]1.[Cl:1][c:2]1[cH:3][cH:4][cH:5][c:6]2[c:7](-[c:14]3[cH:15][cH:16][c:17]([O:20][CH3:21])[cH:18][cH:19]3)[n:8][n:9]([CH2:11][CH2:12][CH3:13])[c:10]12.[ClH:31].[F:23][c:24]1[cH:25][cH:26][c:27]([Mg+:30])[cH:28][cH:29]1.[O:32]1[CH2:33][CH2:34][O:35][CH2:36][CH2:37]1.[Pd:38].[Pd:39]>>[c:2]1(-[c:27]2[cH:26][cH:25][c:24]([F:23])[cH:29][cH:28]2)[cH:3][cH:4][cH:5][c:6]2[c:7](-[c:14]3[cH:15][cH:16][c:17]([O:20][CH3:21])[cH:18][cH:19]3)[n:8][n:9]([CH2:11][CH2:12][CH3:13])[c:10]12. Reactants: CC(C)N(CCN1C(=O)C(=O)c2cc(Br)ccc21)C(C)C, NNC(=O)NC1CCCCC1. Yields the product CC(C)N(CCN1C(=O)C(=NNC(=O)NC2CCCCC2)c2cc(Br)ccc21)C(C)C. RXN SMILES: [Br:1][c:2]1[cH:3][c:4]2[c:8]([cH:9][cH:10]1)[N:7]([CH2:11][CH2:12][N:13]([CH:14]([CH3:15])[CH3:16])[CH:17]([CH3:18])[CH3:19])[C:6](=[O:20])[C:5]2=[O:21].[CH:22]1([NH:28][C:29]([NH:30][NH2:31])=[O:32])[CH2:23][CH2:24][CH2:25][CH2:26][CH2:27]1>>[Br:1][c:2]1[cH:3][c:4]2[c:8]([cH:9][cH:10]1)[N:7]([CH2:11][CH2:12][N:13]([CH:14]([CH3:15])[CH3:16])[CH:17]([CH3:18])[CH3:19])[C:6](=[O:20])[C:5]2=[N:31][NH:30][C:29]([NH:28][CH:22]1[CH2:23][CH2:24][CH2:25][CH2:26][CH2:27]1)=[O:32]. Starting materials: CC(=O)OC(CBr)CC(=O)O, CC(C)NC(C)C, O. Yields the product CC(C)NC(C)C, O=C(O)CC1CO1. Reaction SMILES: [C:1](=[O:3])([O:4][CH:5]([CH2:6][C:7](=[O:8])[OH:9])[CH2:10][Br:2])[CH3:11].[CH:12]([CH3:13])([CH3:14])[NH:15][CH:16]([CH3:17])[CH3:18].[OH2:19]>>[CH:12]([CH3:13])([CH3:14])[NH:15][CH:16]([CH3:17])[CH3:18].[O:4]1[CH:5]([CH2:6][C:7](=[O:8])[OH:9])[CH2:10]1.